From a dataset of the Open Reaction Database (ORD), a public repository of structured organic reaction records. describe an organic reaction: reactants, conditions, products, and yield The reactants are OP(=O)([O-])[O-].[K+].[K+] (potassium phosphate dibasic), boronic ester, FC=1C(=NC2=CC=CC(=C2N1)B1OC(C(O1)(C)C)(C)C)C (3-fluoro-2-methyl-5-(4,4,5,5-tetramethyl-1,3,2-dioxaborolan-2-yl)quinoxaline), BrC1=CC2=C(N1)[C@H](NC2=O)C ((R)-2-bromo-6-methyl-5,6-dihydropyrrolo[3,4-b]pyrrol-4(1H)-one). The reagents and catalysts are catalyst, C(C)(C)(C)C=1C(=C(C=CC1NC)[Pd]Cl)C(C)(C)C ((di-t-butyl-p-methylaminophenyl]palladium(ii) chloride). The solvent is CN(C)C=O (DMF), O (water). The product is FC=1C(=NC2=CC=CC(=C2N1)C1=CC2=C(N1)[C@H](NC2=O)C)C ((R)-2-(3-fluoro-2-methylquinoxalin-5-yl)-6-methyl-5,6-dihydropyrrolo[3,4-b]pyrrol-4(1H)-one). The yield is 42.6%. Reaction SMILES: OP([O-])([O-])=O.[K+].[K+].[F:8][C:9]1[C:10]([CH3:28])=[N:11][C:12]2[C:17]([N:18]=1)=[C:16](B1OC(C)(C)C(C)(C)O1)[CH:15]=[CH:14][CH:13]=2.Br[C:30]1[NH:34][C:33]2[C@@H:35]([CH3:39])[NH:36][C:37](=[O:38])[C:32]=2[CH:31]=1>CN(C=O)C.O.C(C1C(C(C)(C)C)=C([Pd]Cl)C=CC=1NC)(C)(C)C>[F:8][C:9]1[C:10]([CH3:28])=[N:11][C:12]2[C:17]([N:18]=1)=[C:16]([C:30]1[NH:34][C:33]3[C@@H:35]([CH3:39])[NH:36][C:37](=[O:38])[C:32]=3[CH:31]=1)[CH:15]=[CH:14][CH:13]=2 |f:0.1.2|. Reported procedure: Argon was bubbled into a slurry of potassium phosphate dibasic (Aldrich; 0.164 g, 0.944 mmol), 1,1-bis[(di-t-butyl-p-methylaminophenyl]palladium(ii) chloride (Aldrich; 0.019 g, 0.027 mmol), 3-fluoro-2-methyl-5-(4,4,5,5-tetramethyl-1,3,2-dioxaborolan-2-yl)quinoxaline (618) (0.155 g, 0.539 mmol), (R)-2-bromo-6-methyl-5,6-dihydropyrrolo[3,4-b]pyrrol-4(1H)-one (287) (0.058 g, 0.270 mmol) in 1.5 mL DMF and 0.5 mL water for 1 min. The reaction was sealed and placed in a 70° C. oil bath for 45 min. Add... The reactants are CCO, COc1ccc2c(c1)CC=C2C(F)(F)F. Product: COc1ccc2c(c1)CCC2C(F)(F)F. RXN SMILES: [CH3:16][CH2:17][OH:18].[CH3:1][O:2][c:3]1[cH:4][cH:5][c:6]2[c:10]([cH:11]1)[CH2:9][CH:8]=[C:7]2[C:12]([F:13])([F:14])[F:15]>>[CH3:1][O:2][c:3]1[cH:4][cH:5][c:6]2[c:10]([cH:11]1)[CH2:9][CH2:8][CH:7]2[C:12]([F:13])([F:14])[F:15].